Dataset: the Open Reaction Database (ORD), a public repository of structured organic reaction records. Task: describe an organic reaction: reactants, conditions, products, and yield Reactants: Clc1nc(Cl)nc(Cl)n1, CC(C)(C)OC(=O)N1CCC(C(N)=O)C1, CN(C)C=O. The product is CC(C)(C)OC(=O)N1CCC(C#N)C1. RXN SMILES: [Cl:1][c:2]1[n:3][c:4]([Cl:5])[n:6][c:7]([Cl:8])[n:9]1.[NH2:10][C:11](=[O:12])[CH:13]1[CH2:14][N:15]([C:18](=[O:19])[O:20][C:21]([CH3:22])([CH3:23])[CH3:24])[CH2:16][CH2:17]1.[O:25]=[CH:26][N:27]([CH3:28])[CH3:29]>>[N:10]#[C:11][CH:13]1[CH2:14][N:15]([C:18](=[O:19])[O:20][C:21]([CH3:22])([CH3:23])[CH3:24])[CH2:16][CH2:17]1. Starting materials: ClCCl, O=C1CCC(=O)N1Br, N#Cc1ccc(S(=O)(=O)CCCO)cc1, c1ccc(P(c2ccccc2)c2ccccc2)cc1. Yields the product N#Cc1ccc(S(=O)(=O)CCCBr)cc1. Reaction SMILES: [Cl:43][CH2:44][Cl:45].[O:1]=[C:2]1[N:3]([Br:8])[C:4](=[O:5])[CH2:6][CH2:7]1.[OH:9][CH2:10][CH2:11][CH2:12][S:13](=[O:14])(=[O:15])[c:16]1[cH:17][cH:18][c:19]([C:20]#[N:21])[cH:22][cH:23]1.[c:24]1([P:25]([c:26]2[cH:27][cH:28][cH:29][cH:30][cH:31]2)[c:32]2[cH:33][cH:34][cH:35][cH:36][cH:37]2)[cH:38][cH:39][cH:40][cH:41][cH:42]1>>[Br:8][CH2:10][CH2:11][CH2:12][S:13](=[O:14])(=[O:15])[c:16]1[cH:17][cH:18][c:19]([C:20]#[N:21])[cH:22][cH:23]1. Reactants: C(C(=O)Cl)(=O)Cl (oxalyl chloride), CN1C(C(=CC2=CC=CN=C12)C(=O)O)=O (1-methyl-2-oxo-1,2-dihydro-1,8-naphthyridin-3-carboxylic acid), CN(C=O)C (N,N-dimethylformamide). Run in ClCCl (dichloromethane). Reaction conditions: temperature 40 celsius, time 1 hour. The product is CN1C(C(=CC2=CC=CN=C12)C(=O)Cl)=O (1-methyl-2-oxo-1,2-dihydro-1,8-naphthyridin-3-carboxylic acid chloride). As a reaction SMILES: [CH3:1][N:2]1[C:11]2[C:6](=[CH:7][CH:8]=[CH:9][N:10]=2)[CH:5]=[C:4]([C:12](O)=[O:13])[C:3]1=[O:15].C(Cl)(=O)C([Cl:19])=O.CN(C)C=O>ClCCl>[CH3:1][N:2]1[C:11]2[C:6](=[CH:7][CH:8]=[CH:9][N:10]=2)[CH:5]=[C:4]([C:12]([Cl:19])=[O:13])[C:3]1=[O:15]. Procedure details: 1.0 g (4.9 mmol) of 1-methyl-2-oxo-1,2-dihydro-1,8-naphthyridin-3-carboxylic acid was dissolved in dichloromethane (50 mL), and 1.0 mL (12 mmol) of oxalyl chloride was added thereto. Three droplets of N,N-dimethylformamide were added to the above mixture, and the resulting mixture was stirred for one hour at 40° C. The reaction solution was concentrated under reduced pressure, and thus 1-methyl-2-oxo-1,2-dihydro-1,8-naphthyridin-3-carboxylic acid chloride was obtained. The acid chloride thus obt... The reactants are COCOC(CNC[C@H]1CC(N(C1)C=1C=CC=2OCC(NC2N1)=O)=O)CN1C2=C(N=CC1=O)C=CC(=N2)OC (6-[(4R)-4-({[2-(Methoxymethoxy)-3-(6-methoxy-3-oxopyrido[2,3-b]pyrazin-4(3H)-yl)propyl]amino}methyl)-2-oxopyrrolidin-1-yl)-2H-pyrido[3,2-b][1,4]oxazin-3(4H)-one), Cl (hydrochloric acid). Run in CO.O1CCCC1 (methanol tetrahydrofuran). Reaction conditions: temperature 60 celsius, time 4 hour. Product: OC(CNC[C@H]1CC(N(C1)C=1C=CC=2OCC(NC2N1)=O)=O)CN1C2=C(N=CC1=O)C=CC(=N2)OC (6-[(4R)-4-({[2-Hydroxy-3-(6-methoxy-3-oxopyrido[2,3-b]pyrazin-4(3H)-yl)propyl]amino}methyl)-2-oxopyrrolidin-1-yl)-2H-pyrido[3,2-b][1,4]oxazin-3(4H)-one). The yield is 18.3%. Reaction SMILES: COC[O:4][CH:5]([CH2:26][N:27]1[C:32](=[O:33])[CH:31]=[N:30][C:29]2[CH:34]=[CH:35][C:36]([O:38][CH3:39])=[N:37][C:28]1=2)[CH2:6][NH:7][CH2:8][C@@H:9]1[CH2:13][N:12]([C:14]2[CH:15]=[CH:16][C:17]3[O:18][CH2:19][C:20](=[O:24])[NH:21][C:22]=3[N:23]=2)[C:11](=[O:25])[CH2:10]1.Cl>CO.O1CCCC1>[OH:4][CH:5]([CH2:26][N:27]1[C:32](=[O:33])[CH:31]=[N:30][C:29]2[CH:34]=[CH:35][C:36]([O:38][CH3:39])=[N:37][C:28]1=2)[CH2:6][NH:7][CH2:8][C@@H:9]1[CH2:13][N:12]([C:14]2[CH:15]=[CH:16][C:17]3[O:18][CH2:19][C:20](=[O:24])[NH:21][C:22]=3[N:23]=2)[C:11](=[O:25])[CH2:10]1 |f:2.3|. Reported procedure: In a mixed solution (2 ml) of methanol/tetrahydrofuran (1:1) was dissolved 6-[(4R)-4-({[2-(Methoxymethoxy)-3-(6-methoxy-3-oxopyrido[2,3-b]pyrazin-4(3H)-yl)propyl]amino}methyl)-2-oxopyrrolidin-1-yl)-2H-pyrido[3,2-b][1,4]oxazin-3(4H)-one (41.3 mg, 0.077 mmol). To this solution was added a 4N hydrochloric acid aqueous solution (1 ml) under cooling on ice and the mixture was stirred at 60° C. for 4 hours. The reaction solution was cooled in the air, and the solvent was then removed under reduced pre... The reactants are ClC1=CC2=C(C(=N1)C=O)C(=NN2C(C2=CC=CC=C2)(C2=CC=CC=C2)C2=CC=CC=C2)I (6-Chloro-3-iodo-1-trityl-1H-pyrazolo[4,3-c]pyridine-4-carbaldehyde), [BH4-].[Na+] (sodium borohydride). Solvent: C(Cl)Cl (DCM), CO (methanol). Reaction conditions: temperature 0 celsius, time 15 minute. Yields the product ClC1=CC2=C(C(=N1)CO)C(=NN2C(C2=CC=CC=C2)(C2=CC=CC=C2)C2=CC=CC=C2)I ((6-chloro-3-iodo-1-trityl-1H-pyrazolo[4,3-c]pyridin-4-yl)methanol). Isolated yield 68.9%. RXN SMILES: [Cl:1][C:2]1[N:7]=[C:6]([CH:8]=[O:9])[C:5]2[C:10]([I:32])=[N:11][N:12]([C:13]([C:26]3[CH:31]=[CH:30][CH:29]=[CH:28][CH:27]=3)([C:20]3[CH:25]=[CH:24][CH:23]=[CH:22][CH:21]=3)[C:14]3[CH:19]=[CH:18][CH:17]=[CH:16][CH:15]=3)[C:4]=2[CH:3]=1.[BH4-].[Na+]>C(Cl)Cl.CO>[Cl:1][C:2]1[N:7]=[C:6]([CH2:8][OH:9])[C:5]2[C:10]([I:32])=[N:11][N:12]([C:13]([C:14]3[CH:15]=[CH:16][CH:17]=[CH:18][CH:19]=3)([C:20]3[CH:21]=[CH:22][CH:23]=[CH:24][CH:25]=3)[C:26]3[CH:31]=[CH:30][CH:29]=[CH:28][CH:27]=3)[C:4]=2[CH:3]=1 |f:1.2|. Procedure: 6-Chloro-3-iodo-1-trityl-1H-pyrazolo[4,3-c]pyridine-4-carbaldehyde (10.26 g, 18.66 mmol) was dissolved in DCM (250 mL) and methanol (125 mL). The reaction mixture was then cooled to 0° C. and sodium borohydride (0.706 g, 18.66 mmol) was added. The reaction mixture was stirred at room temperature for 15 min. The reaction was quenched with water and extracted with DCM. The combined organic layer was washed with brine, dried over sodium sulfate, filtered, and concentrated in vacuo while loading on ... Starting materials: OCCBr, COc1cscc1C, CO, Cc1ccccc1, [Na+], O=S(=O)([O-])O. Yields the product Cc1cscc1OCCBr. Reaction SMILES: [Br:16][CH2:17][CH2:18][OH:19].[CH3:1][O:2][c:3]1[cH:4][s:5][cH:6][c:7]1[CH3:8].[CH3:26][OH:27].[CH3:9][c:10]1[cH:11][cH:12][cH:13][cH:14][cH:15]1.[Na+:25].[S:20](=[O:21])(=[O:22])([OH:23])[O-:24]>>[CH2:1]([O:2][c:3]1[cH:4][s:5][cH:6][c:7]1[CH3:8])[CH2:17][Br:16]. The reactants are ClC1=CC(=C(C(=O)Cl)C=C1)OC (4-chloro-2-methoxybenzoyl chloride), CC1(CC(NC2=CC(=C(C=C12)N)N)=O)C (4,4-dimethyl-6,7-diamino-1,2,3,4-tetrahydroquinolin-2one). The product is CC1(CC(NC=2C=C3C(=CC12)NC(=N3)C3=C(C=C(C=C3)Cl)OC)=O)C (8,8-Dimethyl-2-(4-chloro-2-methoxyphenyl)-5,6,7,8-tetrahydro-lH-imidazo[4,5-g]quinolin-6-one). Isolated yield 58.0%. Reaction SMILES: [Cl:1][C:2]1[CH:10]=[CH:9][C:5]([C:6](Cl)=O)=[C:4]([O:11][CH3:12])[CH:3]=1.[CH3:13][C:14]1([CH3:27])[C:23]2[C:18](=[CH:19][C:20]([NH2:25])=[C:21]([NH2:24])[CH:22]=2)[NH:17][C:16](=[O:26])[CH2:15]1>>[CH3:13][C:14]1([CH3:27])[C:23]2[CH:22]=[C:21]3[NH:24][C:6]([C:5]4[CH:9]=[CH:10][C:2]([Cl:1])=[CH:3][C:4]=4[O:11][CH3:12])=[N:25][C:20]3=[CH:19][C:18]=2[NH:17][C:16](=[O:26])[CH2:15]1. Reported procedure: In a manner analogous to that described in Example 2, from 4-chloro-2-methoxybenzoyl chloride and 4,4-dimethyl-6,7-diamino-1,2,3,4-tetrahydroquinolin-2one (see Example 13 a)), after column chromatography, there was obtained a yield of 58% of theory of the title compound; m.p. 300 -303° C.